From a dataset of the Open Reaction Database (ORD), a public repository of structured organic reaction records. describe an organic reaction: reactants, conditions, products, and yield Reaction conditions: temperature 80 celsius, time 14 hour. Reaction SMILES: [F:1][C:2]1[CH:7]=[CH:6][C:5]([C:8]2[NH:12][N:11]=[CH:10][C:9]=2[C:13]2[S:14][CH:15]=[C:16]([CH2:18][C:19]([NH:21][CH2:22][CH:23]3[CH2:28][CH2:27][O:26][CH2:25][CH2:24]3)=[O:20])[N:17]=2)=[CH:4][CH:3]=1.O[CH:30]1[CH2:34][CH2:33][O:32][CH2:31]1.CC(OC(/N=N/C(OC(C)C)=O)=O)C.C1(P(C2C=CC=CC=2)C2C=CC=CC=2)C=CC=CC=1>C1COCC1.C1(C)C=CC=CC=1.C(OCC)(=O)C.O>[F:1][C:2]1[CH:7]=[CH:6][C:5]([C:8]2[N:12]([CH:30]3[CH2:34][CH2:33][O:32][CH2:31]3)[N:11]=[CH:10][C:9]=2[C:13]2[S:14][CH:15]=[C:16]([CH2:18][C:19]([NH:21][CH2:22][CH:23]3[CH2:28][CH2:27][O:26][CH2:25][CH2:24]3)=[O:20])[N:17]=2)=[CH:4][CH:3]=1.[F:1][C:2]1[CH:7]=[CH:6][C:5]([C:8]2[C:9]([C:13]3[S:14][CH:15]=[C:16]([CH2:18][C:19]([NH:21][CH2:22][CH:23]4[CH2:28][CH2:27][O:26][CH2:25][CH2:24]4)=[O:20])[N:17]=3)=[CH:10][N:11]([CH:30]3[CH2:34][CH2:33][O:32][CH2:31]3)[N:12]=2)=[CH:4][CH:3]=1. Solvent: C(C)(=O)OCC (ethyl acetate), O (water), C1CCOC1 (THF), C1(=CC=CC=C1)C (toluene). Starting materials: FC1=CC=C(C=C1)C1=C(C=NN1)C=1SC=C(N1)CC(=O)NCC1CCOCC1 (2-{2-[5-(4-fluorophenyl)-1H-pyrazol-4-yl]-1,3-thiazol-4-yl}-N-(tetrahydro-2H-pyran-4-ylmethyl)acetamide), OC1COCC1 (3-hydroxytetrahydrofuran), CC(C)OC(=O)/N=N/C(=O)OC(C)C (DIAD), C1(=CC=CC=C1)P(C1=CC=CC=C1)C1=CC=CC=C1 (triphenylphosphine). Procedure: To a mixed solution of 2-{2-[5-(4-fluorophenyl)-1H-pyrazol-4-yl]-1,3-thiazol-4-yl}-N-(tetrahydro-2H-pyran-4-ylmethyl)acetamide (32.0 mg, 80 μmol) and 3-hydroxytetrahydrofuran (14 mg, 160 μmol) in THF (500 μL) and toluene (500 μL) were added DIAD (31.1 μL, 160 μmol) and triphenylphosphine (42.0 mg, 160 μmol), and the mixture was stirred at 80° C. for 14 hr. To the reaction mixture were added water and ethyl acetate, and the mixture was stirred for 10 min. The organic layer was filtered with a Top... Product: FC1=CC=C(C=C1)C1=C(C=NN1C1COCC1)C=1SC=C(N1)CC(=O)NCC1CCOCC1 (2-{2-[5-(4-fluorophenyl)-1-(tetrahydrofuran-3-yl)-1H-pyrazol-4-yl]-1,3-thiazol-4-yl}-N-(tetrahydro-2H-pyran-4-ylmethyl)acetamide), FC1=CC=C(C=C1)C1=NN(C=C1C=1SC=C(N1)CC(=O)NCC1CCOCC1)C1COCC1 (racemic 2-{2-[3-(4-fluorophenyl)-1-(tetrahydrofuran-3-yl)-1H-pyrazol-4-yl]-1,3-thiazol-4-yl}-N-(tetrahydro-2H-pyran-4-ylmethyl)acetamide). The reactants are NC1=CC=C2CN(C(C2=C1)=O)CC(=O)N[C@@H](CC(=O)O)C (N-{[6-Amino-2,3-dihydro-1(1H) -isoindolone-2-yl]acetyl}-3(R)-methyl-β-alanine), Cl.ClCCNCCCl (bis(2-chloroethyl) amine hydrochloride), C(CCC)O (n-butanol), CCO.O.[NH4+].[OH-] (EtOH H2O NH4OH). The product is C(CCC)OC(C[C@H](NC(CN1C(C2=CC(=CC=C2C1)N1CCNCC1)=O)=O)C)=O (N-{[6- (Piperazin-1-yl)-2,3-dihydro-1(1H)-isoindolone-2-yl]acetyl}-3(R)-methyl-β-alanine n-butyl ester). RXN SMILES: [NH2:1][C:2]1[CH:10]=[C:9]2[C:5]([CH2:6][N:7]([CH2:12][C:13]([NH:15][C@H:16]([CH3:21])[CH2:17][C:18]([OH:20])=[O:19])=[O:14])[C:8]2=[O:11])=[CH:4][CH:3]=1.Cl.Cl[CH2:24][CH2:25][NH:26][CH2:27][CH2:28]Cl.CCO.O.[NH4+].[OH-].[CH2:36](O)[CH2:37][CH2:38][CH3:39]>>[CH2:36]([O:19][C:18](=[O:20])[CH2:17][C@@H:16]([CH3:21])[NH:15][C:13](=[O:14])[CH2:12][N:7]1[CH2:6][C:5]2[C:9](=[CH:10][C:2]([N:1]3[CH2:28][CH2:27][NH:26][CH2:25][CH2:24]3)=[CH:3][CH:4]=2)[C:8]1=[O:11])[CH2:37][CH2:38][CH3:39] |f:1.2,3.4.5.6|. Reported procedure: N-{[6-Amino-2,3-dihydro-1(1H)-isoindolone-2-yl]acetyl}-(R)-methyl-β-alanine (2-7) (203 mg, 0.7 mmol) and bis(2-chloroethyl) amine hydrochloride (137 mg, 0.77 mmol) in n-butanol (10 mL) were heated at 110° C. for 3 days. The solvent was removed and the residue chromatographed OEtOH/H2O/NH4OH 10:0.5:0.5) to give 2-8. Rf (silica; EtOH/H2O/NH4OH 10:0.5:0.5)=0.61. ##STR62## Reactants: II (iodine), [I-].[K+] (potassium iodide), N1C=CC2=CC=CN=C12 (7-azaindole), N1C(=NCCC1)S (1,4,5,6-tetrahydro-2-pyrimidinethiol). The solvent is O (water), CO (methanol), CO (methanol). Conditions: time 14 hour. Product: I.N1C(=NCCC1)SC1=CNC2=NC=CC=C12 (3-(1,4,5,6-tetrahydro-2-pyrimidinylthio)-7-aza-indole hydriodide). As a reaction SMILES: [NH:1]1[C:9]2[C:4](=[CH:5][CH:6]=[CH:7][N:8]=2)[CH:3]=[CH:2]1.[NH:10]1[CH2:15][CH2:14][CH2:13][N:12]=[C:11]1[SH:16].[I:17]I.[I-].[K+]>CO.O>[IH:17].[NH:12]1[CH2:13][CH2:14][CH2:15][N:10]=[C:11]1[S:16][C:3]1[C:4]2[C:9](=[N:8][CH:7]=[CH:6][CH:5]=2)[NH:1][CH:2]=1 |f:3.4,7.8|. Procedure: A mixture of 2.8 g 7-azaindole in 25 ml methanol and 3.5 g 1,4,5,6-tetrahydro-2-pyrimidinethiol in 50 ml methanol is added to a well-stirred solution of 7.6 g iodine and 15 g potassium iodide in 50 ml water. The mixture is stirred at room temperature for 14 hours and filtered. The precipitate is washed with water and ether and then recrystallised from water to give 3-(1,4,5,6-tetrahydro-2-pyrimidinylthio)-7-aza-indole hydriodide melting at 294°-295°. Isolated yield 89.9%. Product: ClC=1C=C2C(C(=O)OC2=O)=CC1Cl (4,5-dichlorophthalic anhydride). Reported procedure: In a flask equipped with a stirrer, nitrogen inlet, and DEAN-STARK trap, 10.0 grams of 4,5-dichlorophthalic acid, 150 milliliters of xylene, and several crystals of toluenesulfonic acid were added. The mixture was heated to reflux and water was collected in the DEAN-STARK trap over a period often hours. The xylene was distilled off and the solid was collected in a BÜCHNER funnel and allowed to air dry, yielding 8.3 grams of 4,5-dichlorophthalic anhydride. The solvent is C=1(C(=CC=CC1)C)C (xylene). Reactants: ClC=1C=C(C(C(=O)O)=CC1Cl)C(=O)O (4,5-dichlorophthalic acid), C=1(C(=CC=CC1)S(=O)(=O)O)C (toluenesulfonic acid). Reaction SMILES: [Cl:1][C:2]1[CH:3]=[C:4]([C:12]([OH:14])=[O:13])[C:5](=[CH:9][C:10]=1[Cl:11])[C:6]([OH:8])=O.C1(C)C(S(O)(=O)=O)=CC=CC=1>C1(C)C(C)=CC=CC=1>[Cl:11][C:10]1[CH:9]=[C:5]2[C:6](=[O:8])[O:14][C:12](=[O:13])[C:4]2=[CH:3][C:2]=1[Cl:1]. Reactants: FC1=CC(=C(C=C1)C(CC)=O)NC1=CC=CC=C1 (1-(4-fluoro-2-phenylamino-phenyl)-propan-1-one), ClC(C(=O)OC)=O (methyl chlorooxoacetate). The solvent is C1(=CC=CC=C1)C (toluene). Run at temperature 110 celsius. Product: COC(C(=O)N(C1=CC=CC=C1)C1=C(C=CC(=C1)F)C(CC)=O)=O (N-(5-fluoro-2-propionyl-phenyl)-N-phenyl-oxalamic acid methyl ester). As a reaction SMILES: [F:1][C:2]1[CH:7]=[CH:6][C:5]([C:8](=[O:11])[CH2:9][CH3:10])=[C:4]([NH:12][C:13]2[CH:18]=[CH:17][CH:16]=[CH:15][CH:14]=2)[CH:3]=1.Cl[C:20](=[O:25])[C:21]([O:23][CH3:24])=[O:22]>C1(C)C=CC=CC=1>[CH3:24][O:23][C:21](=[O:22])[C:20]([N:12]([C:4]1[CH:3]=[C:2]([F:1])[CH:7]=[CH:6][C:5]=1[C:8](=[O:11])[CH2:9][CH3:10])[C:13]1[CH:14]=[CH:15][CH:16]=[CH:17][CH:18]=1)=[O:25]. Procedure: To a solution of 1-(4-fluoro-2-phenylamino-phenyl)-propan-1-one (6.0 g, 24.7 mmol) in toluene (75 mL) was added methyl chlorooxoacetate (14.2 mL, 148 mmol) at room temperature under nitrogen. The reaction mixture was heated at reflux at 110° C. for 16 hr. The reaction mixture was concentrated under vacuum to afford N-(5-fluoro-2-propionyl-phenyl)-N-phenyl-oxalamic acid methyl ester. The crude product was used in the next step without further purification. The reactants are BrC1=CC=C2C(=C(C=NC2=C1)[N+](=O)[O-])NCCCCCl ((7-bromo-3-nitroquinolin-4-yl)-(4-chlorobutyl)amine), S(=O)([O-])S(=O)[O-].[Na+].[Na+] (sodium hydrosulfite). Solvent: CO (methanol), O (water). Conditions: temperature 0 celsius, time 2 hour. Yields the product BrC1=CC=C2C(=C(C=NC2=C1)N)NCCCCCl (7-bromo-N4-(4-chlorobutyl)quinoline-3,4-diamine). Isolated yield 98.0%. As a reaction SMILES: [Br:1][C:2]1[CH:11]=[C:10]2[C:5]([C:6]([NH:15][CH2:16][CH2:17][CH2:18][CH2:19][Cl:20])=[C:7]([N+:12]([O-])=O)[CH:8]=[N:9]2)=[CH:4][CH:3]=1.S(S([O-])=O)([O-])=O.[Na+].[Na+]>CO.O>[Br:1][C:2]1[CH:11]=[C:10]2[C:5]([C:6]([NH:15][CH2:16][CH2:17][CH2:18][CH2:19][Cl:20])=[C:7]([NH2:12])[CH:8]=[N:9]2)=[CH:4][CH:3]=1 |f:1.2.3|. Procedure details: A suspension of (7-bromo-3-nitroquinolin-4-yl)-(4-chlorobutyl)amine (8.05 g, 22.5 mmol) in methanol (250 mL) was cooled to 0° C.; a solution of sodium hydrosulfite (19.5 g, 112 mmol) in water (80 mL) was added dropwise over a period of 30 minutes. The reaction was stirred at ambient temperature for two hours and then concentrated under reduced pressure. The residue was partitioned between dichloromethane (300 mL) and aqueous sodium bicarbonate (150 mL of 50%). The aqueous layer was separated and...